Dataset: the Open Reaction Database (ORD), a public repository of structured organic reaction records. Task: describe an organic reaction: reactants, conditions, products, and yield The reactants are O=C(OCc1ccccc1)N1CCN(c2cc(=O)[nH]cn2)CC1, CC#N, CCO. Product: O=c1cc(N2CCNCC2)nc[nH]1. As a reaction SMILES: [CH2:1]([O:2][C:3](=[O:4])[N:11]1[CH2:12][CH2:13][N:14]([c:17]2[n:18][cH:19][nH:20][c:21](=[O:23])[cH:22]2)[CH2:15][CH2:16]1)[c:5]1[cH:6][cH:7][cH:8][cH:9][cH:10]1.[CH3:24][C:25]#[N:26].[CH3:27][CH2:28][OH:29]>>[NH:11]1[CH2:12][CH2:13][N:14]([c:17]2[n:18][cH:19][nH:20][c:21](=[O:23])[cH:22]2)[CH2:15][CH2:16]1. Reactants: [Br-], CCCc1nc2nc(Br)cc(C)c2[nH]1, BrCc1ccccc1, Br, CC(=O)O, [Cl-], CCCc1nc2nc(Cl)cc(C)c2[nH]1, [H-], [Na+], CN(C)C=O. The product is CCCc1nc2c(C)cc(Br)nc2n1Cc1ccccc1. As a reaction SMILES: [Br-:2].[Br:18][c:19]1[cH:20][c:21]([CH3:31])[c:22]2[c:23]([n:24]1)[n:25][c:26]([CH2:28][CH2:29][CH3:30])[nH:27]2.[Br:34][CH2:35][c:36]1[cH:37][cH:38][cH:39][cH:40][cH:41]1.[BrH:17].[CH3:42][C:43](=[O:44])[OH:45].[Cl-:1].[Cl:3][c:4]1[n:5][c:6]2[n:7][c:8]([CH2:9][CH2:10][CH3:11])[nH:12][c:13]2[c:14]([CH3:15])[cH:16]1.[H-:33].[Na+:32].[O:46]=[CH:47][N:48]([CH3:49])[CH3:50]>>[Br:18][c:19]1[cH:20][c:21]([CH3:31])[c:22]2[c:23]([n:24]1)[n:25]([CH2:35][c:36]1[cH:37][cH:38][cH:39][cH:40][cH:41]1)[c:26]([CH2:28][CH2:29][CH3:30])[n:27]2.